From a dataset of the Open Reaction Database (ORD), a public repository of structured organic reaction records. describe an organic reaction: reactants, conditions, products, and yield Reported procedure: Reaction of 4-(1-acetylpiperidin-4-yl)benzenesulphonyl chloride (16.0 g) [the product of Example 2(i)] with an excess of aqueous methylamine (100 ml, 30%) in ethanol (10 ml) according to the method of Example 2(ii) gave the title compound, (15.0 g), used directly in the next stage. Product: CNS(=O)(=O)C1=CC=C(C=C1)C1CCN(CC1)C(C)=O (N-Methyl-4-(1-acetylpiperidin-4-yl)benzenesulphonamide). The reactants are C(C)(=O)N1CCC(CC1)C1=CC=C(C=C1)S(=O)(=O)Cl (4-(1-acetylpiperidin-4-yl)benzenesulphonyl chloride), product, CN (methylamine). Solvent: C(C)O (ethanol). As a reaction SMILES: [C:1]([N:4]1[CH2:9][CH2:8][CH:7]([C:10]2[CH:15]=[CH:14][C:13]([S:16](Cl)(=[O:18])=[O:17])=[CH:12][CH:11]=2)[CH2:6][CH2:5]1)(=[O:3])[CH3:2].[CH3:20][NH2:21]>C(O)C>[CH3:20][NH:21][S:16]([C:13]1[CH:14]=[CH:15][C:10]([CH:7]2[CH2:8][CH2:9][N:4]([C:1](=[O:3])[CH3:2])[CH2:5][CH2:6]2)=[CH:11][CH:12]=1)(=[O:18])=[O:17]. The reactants are O[C@@H]1C[C@H](N(C1)C(=O)OC(C)(C)C)C(=O)OC (1-tert-butyl 2-methyl(2S,4R)-4-hydroxypyrrolidine-1,2-dicarboxylate), [Cr](=O)(=O)([O-])Cl.[NH+]1=CC=CC=C1 (pyridinium chlorochromate), [Cr](=O)(=O)([O-])Cl.[NH+]1=CC=CC=C1 (pyridinium chlorochromate). The solvent is C(Cl)(Cl)Cl (chloroform). Reaction conditions: time 7 day. Yields the product O=C1C[C@H](N(C1)C(=O)OC(C)(C)C)C(=O)OC (1-tert-butyl 2-methyl(2S)-4-oxopyrrolidine-1,2-dicarboxylate). Isolated yield 132.4%. RXN SMILES: [OH:1][C@H:2]1[CH2:6][N:5]([C:7]([O:9][C:10]([CH3:13])([CH3:12])[CH3:11])=[O:8])[C@H:4]([C:14]([O:16][CH3:17])=[O:15])[CH2:3]1.[Cr](Cl)([O-])(=O)=O.[NH+]1C=CC=CC=1>C(Cl)(Cl)Cl>[O:1]=[C:2]1[CH2:6][N:5]([C:7]([O:9][C:10]([CH3:11])([CH3:12])[CH3:13])=[O:8])[C@H:4]([C:14]([O:16][CH3:17])=[O:15])[CH2:3]1 |f:1.2|. Reported procedure: 150 g of 1-tert-butyl 2-methyl(2S,4R)-4-hydroxypyrrolidine-1,2-dicarboxylate, 264 g of pyridinium chlorochromate, and 75 g of celite were stirred in 2 L of chloroform at room temperature. During this stirring, another 100 g of pyridinium chlorochromate was added, and the reaction mixture was stirred for a total of 7 days. The reaction solution was filtered through celite (washed with 500 mL of chloroform), and the filtrate was concentrated under reduced pressure to obtain 197 g of black oil. The... Starting materials: CCOC(C)=O, CN(C)C=O, CC(c1ncccn1)C1(c2ccc(F)cc2F)CO1, [Na], c1nc[nH]n1. RXN SMILES: [CH3:26][CH2:27][O:28][C:29](=[O:30])[CH3:31].[CH3:32][N:33]([CH3:34])[CH:35]=[O:36].[F:1][c:2]1[c:3]([C:9]2([CH:12]([CH3:13])[c:14]3[n:15][cH:16][cH:17][cH:18][n:19]3)[O:10][CH2:11]2)[cH:4][cH:5][c:6]([F:8])[cH:7]1.[Na:25].[nH:20]1[n:21][cH:22][n:23][cH:24]1>>[F:1][c:2]1[c:3]([C:9]([OH:10])([CH2:11][n:20]2[n:21][cH:22][n:23][cH:24]2)[CH:12]([CH3:13])[c:14]2[n:15][cH:16][cH:17][cH:18][n:19]2)[cH:4][cH:5][c:6]([F:8])[cH:7]1. Product: CC(c1ncccn1)C(O)(Cn1cncn1)c1ccc(F)cc1F.